This data is from the Open Reaction Database (ORD), a public repository of structured organic reaction records. The task is: describe an organic reaction: reactants, conditions, products, and yield The reactants are C(C1=CC=CC=C1)NC1=C(C(=O)N)C=CC(=N1)Cl (2-Benzylamino-6-chloro-nicotinamide), N1=CC=CC=C1 (pyridine), O=P(Cl)(Cl)Cl (POCl3), [OH-].[Na+] (NaOH). The solvent is C(C)#N (acetonitrile), CCOC(=O)C (EtOAc). Conditions: temperature 55 celsius. The product is C(C1=CC=CC=C1)NC1=C(C#N)C=CC(=N1)Cl (2-Benzylamino-6-chloro-nicotinonitrile). Yield: 41.0%. As a reaction SMILES: [CH2:1]([NH:8][C:9]1[N:17]=[C:16]([Cl:18])[CH:15]=[CH:14][C:10]=1[C:11]([NH2:13])=O)[C:2]1[CH:7]=[CH:6][CH:5]=[CH:4][CH:3]=1.N1C=CC=CC=1.O=P(Cl)(Cl)Cl.[OH-].[Na+]>C(#N)C.CCOC(C)=O>[CH2:1]([NH:8][C:9]1[N:17]=[C:16]([Cl:18])[CH:15]=[CH:14][C:10]=1[C:11]#[N:13])[C:2]1[CH:3]=[CH:4][CH:5]=[CH:6][CH:7]=1 |f:3.4|. Procedure: To a solution of 2-benzylamino-6-chloro-nicotinamide (3, 1.71 g, 6.6 mmol) in acetonitrile (anhydrous, 80 mL) were added pyridine (4.26 mL, 52.7 mmol) and POCl3 (2.41 mL, 264 mmol). The reaction was heated at 55° C. for 3 hours. After cooling to room temperature, NaOH solution (10% aq., 30 mL) was slowly added till pH 9. EtOAc (200 mL) was added and the layers separated. The aqueous layer was extracted with EtOAc (2×200 mL). The combined organic layer was dried over MgSO4, filtered, and evaporat... Reaction SMILES: [CH3:21][C:22]#[N:23].[CH3:24][CH2:25][O:26][C:27]([CH3:28])=[O:29].[CH:1]([CH3:2])([CH3:3])[c:4]1[c:5]([C:6](=[O:7])[O:8][CH2:9][CH3:10])[cH:11][c:12]([CH:15]=[CH:16][O:17][CH3:18])[cH:13][cH:14]1.[IH:20].[OH2:19]>>[CH:1]([CH3:2])([CH3:3])[c:4]1[c:5]([C:6](=[O:7])[O:8][CH2:9][CH3:10])[cH:11][c:12]([CH2:15][CH:16]=[O:17])[cH:13][cH:14]1. Product: CCOC(=O)c1cc(CC=O)ccc1C(C)C. The reactants are CC#N, CCOC(C)=O, CCOC(=O)c1cc(C=COC)ccc1C(C)C, I, O. The reactants are BrCc1ccccc1, O=C([O-])[O-], CC(C)=O, O=[N+]([O-])c1cc(F)c(F)cc1O, [K+], [K+]. The product is O=[N+]([O-])c1cc(F)c(F)cc1OCc1ccccc1. Reaction SMILES: [Br:19][CH2:20][c:21]1[cH:22][cH:23][cH:24][cH:25][cH:26]1.[C:13](=[O:14])([O-:15])[O-:16].[CH3:27][C:28](=[O:29])[CH3:30].[F:1][c:2]1[cH:3][c:4]([N+:10](=[O:11])[O-:12])[c:5]([OH:9])[cH:6][c:7]1[F:8].[K+:17].[K+:18]>>[F:1][c:2]1[cH:3][c:4]([N+:10](=[O:11])[O-:12])[c:5]([O:9][CH2:20][c:21]2[cH:22][cH:23][cH:24][cH:25][cH:26]2)[cH:6][c:7]1[F:8]. The product is Cc1cc(C)cc(Sc2cccc(N)c2C#N)c1. The reactants are Cc1cc(C)cc(Sc2cccc([N+](=O)[O-])c2C#N)c1, COCCOCCOC, Cl, [Na+], [OH-], O. As a reaction SMILES: [CH3:1][c:2]1[cH:3][c:4]([S:9][c:10]2[c:11]([C:12]#[N:13])[c:14]([N+:18]([O-:19])=[O:20])[cH:15][cH:16][cH:17]2)[cH:5][c:6]([CH3:8])[cH:7]1.[CH3:23][O:24][CH2:25][CH2:26][O:27][CH2:28][CH2:29][O:30][CH3:31].[ClH:32].[Na+:22].[OH-:21].[OH2:33]>>[CH3:1][c:2]1[cH:3][c:4]([S:9][c:10]2[c:11]([C:12]#[N:13])[c:14]([NH2:18])[cH:15][cH:16][cH:17]2)[cH:5][c:6]([CH3:8])[cH:7]1. The reactants are COC(CCCOC1=CC=CC(=C1)N)=O (Methyl-4-(5-aminophenoxy)butyrate), COC(C(C(=O)OC)(C)C1=CC(=C(C=C1)[N+](=O)[O-])OCC1=CC=CC=C1)=O (dimethyl-2-(3-benzyloxy-4-nitrophenyl)-2-methylmalonate). Yields the product methyl ester, O1C=NC2=C1C=CC=C2 (benzoxazole). As a reaction SMILES: COC(=O)CCCOC1C=C(N)C=CC=1.COC(=O)C([C:25]1[CH:30]=[CH:29][C:28]([N+:31]([O-])=O)=[C:27]([O:34][CH2:35]C2C=CC=CC=2)[CH:26]=1)(C)C(OC)=O>>[O:34]1[C:27]2[CH:26]=[CH:25][CH:30]=[CH:29][C:28]=2[N:31]=[CH:35]1. Procedure details: Methyl-4-(5-aminophenoxy)butyrate was made as described in example 7 above and coupled with dimethyl-2-(3-benzyloxy-4-nitrophenyl)-2-methylmalonate according to the method described in example 7 to produce the methyl ester of 2-Anilino-6-(2-(3-[3-carboxypropoxy]anilino carbonyl)prop-2-yl))benzoxazole. Reaction SMILES: [BrH:1].[CH:13]([O-:14])=[O:15].[CH:18]([OH:19])=[O:20].[Na+:16].[OH2:17].[OH:2][c:3]1[cH:4][c:5]2[c:9]([cH:10][c:11]1[OH:12])[CH2:8][NH:7][CH2:6]2>>[OH:2][c:3]1[cH:4][c:5]2[c:9]([cH:10][c:11]1[OH:12])[CH2:8][N:7]([CH3:13])[CH2:6]2. Starting materials: Br, O=C[O-], O=CO, [Na+], O, Oc1cc2c(cc1O)CNC2. Yields the product CN1Cc2cc(O)c(O)cc2C1.